Dataset: the Open Reaction Database (ORD), a public repository of structured organic reaction records. Task: describe an organic reaction: reactants, conditions, products, and yield Reactants: C(C)(C)(C)NC(=O)C=1C=C(CN2CCN(CC2)C(=O)C=2N=CC(=NC2)NC(OC(C)(C)C)=O)C=CC1 (tert-butyl 5-(1-(3-(tert-butylcarbamoyl)benzyl)piperazine-4-carbonyl)pyrazin-2-ylcarbamate), FC(C(=O)O)(F)F (trifluoroacetic acid). The solvent is ClCCl (dichloromethane). Conditions: time 3 hour. Yields the product NC1=NC=C(N=C1)C(=O)N1CCN(CC1)CC=1C=C(C(=O)NC(C)(C)C)C=CC1 (3-((4-(2-Aminopyrazine-5-carbonyl)piperazin-1-yl)methyl)-N-tert-butylbenzamide). The yield is 92.8%. Reaction SMILES: [C:1]([NH:5][C:6]([C:8]1[CH:9]=[C:10]([CH:34]=[CH:35][CH:36]=1)[CH2:11][N:12]1[CH2:17][CH2:16][N:15]([C:18]([C:20]2[N:21]=[CH:22][C:23]([NH:26]C(=O)OC(C)(C)C)=[N:24][CH:25]=2)=[O:19])[CH2:14][CH2:13]1)=[O:7])([CH3:4])([CH3:3])[CH3:2].FC(F)(F)C(O)=O>ClCCl>[NH2:26][C:23]1[CH:22]=[N:21][C:20]([C:18]([N:15]2[CH2:16][CH2:17][N:12]([CH2:11][C:10]3[CH:9]=[C:8]([CH:36]=[CH:35][CH:34]=3)[C:6]([NH:5][C:1]([CH3:4])([CH3:2])[CH3:3])=[O:7])[CH2:13][CH2:14]2)=[O:19])=[CH:25][N:24]=1. Procedure: A mixture of tert-butyl 5-(1-(3-(tert-butylcarbamoyl)benzyl)piperazine-4-carbonyl)pyrazin-2-ylcarbamate (Example 30;120 mg, 0.242 mmol), dichloromethane (2 mL) and trifluoroacetic acid (2 mL) was stirred at room temperature for 3 hours and was then concentrated under vacuum. The residue was triturated with diethyl ether and then gravity filtered over fluted paper. The collected solid was partitioned between ethyl acetate and saturated aqueous sodium hydrogen carbonate. The aqueous layer was sepa... The reactants are CS(C)=O, Cc1cc(C)cc(Oc2c(CCl)c(C)[nH]c(=O)c2I)c1, Cl, NC(N)=S, [Na+], [OH-]. Yields the product Cc1cc(C)cc(Oc2c(CS)c(C)[nH]c(=O)c2I)c1. Reaction SMILES: [CH3:28][S:29]([CH3:30])=[O:31].[Cl:1][CH2:2][c:3]1[c:4]([O:12][c:13]2[cH:14][c:15]([CH3:20])[cH:16][c:17]([CH3:19])[cH:18]2)[c:5]([I:11])[c:6](=[O:10])[nH:7][c:8]1[CH3:9].[ClH:27].[NH2:21][C:22]([NH2:23])=[S:24].[Na+:26].[OH-:25]>>[CH2:2]([c:3]1[c:4]([O:12][c:13]2[cH:14][c:15]([CH3:20])[cH:16][c:17]([CH3:19])[cH:18]2)[c:5]([I:11])[c:6](=[O:10])[nH:7][c:8]1[CH3:9])[SH:24]. The reactants are CNC1CCCC2=CC=CC=C12 (N-methyl-1,2,3,4-tetrahydronaphthalen-1-amine), O (water), C(C)(C)(C)OC(=O)N1CCC(CC1)C1=CC=CC(=N1)C(=O)O (6-[1-(tert-butoxycarbonyl)piperidin-4-yl]pyridine-2-carboxylic acid), C(C)N=C=NCCCN(C)C (1-ethyl-3-(3′-dimethylaminopropyl)carbodiimide). The reagents and catalysts are CN(C1=CC=NC=C1)C (4-dimethylaminopyridine). Run in ClCCl (dichloromethane). Reaction conditions: time 8 hour. The product is CN(C(=O)C1=CC=CC(=N1)C1CCN(CC1)C(=O)OC(C)(C)C)C1CCCC2=CC=CC=C12 (tert-Butyl 4-{6-[methyl(1,2,3,4-tetrahydronaphthalen-1-yl)carbamoyl]pyridin-2-yl}-piperidine-1-carboxylate). Reaction SMILES: [C:1]([O:5][C:6]([N:8]1[CH2:13][CH2:12][CH:11]([C:14]2[N:19]=[C:18]([C:20](O)=[O:21])[CH:17]=[CH:16][CH:15]=2)[CH2:10][CH2:9]1)=[O:7])([CH3:4])([CH3:3])[CH3:2].[CH3:23][NH:24][CH:25]1[C:34]2[C:29](=[CH:30][CH:31]=[CH:32][CH:33]=2)[CH2:28][CH2:27][CH2:26]1.C(N=C=NCCCN(C)C)C.O>ClCCl.CN(C)C1C=CN=CC=1>[CH3:23][N:24]([CH:25]1[C:34]2[C:29](=[CH:30][CH:31]=[CH:32][CH:33]=2)[CH2:28][CH2:27][CH2:26]1)[C:20]([C:18]1[N:19]=[C:14]([CH:11]2[CH2:12][CH2:13][N:8]([C:6]([O:5][C:1]([CH3:4])([CH3:3])[CH3:2])=[O:7])[CH2:9][CH2:10]2)[CH:15]=[CH:16][CH:17]=1)=[O:21]. Procedure details: To a solution of 6-[1-(tert-butoxycarbonyl)piperidin-4-yl]pyridine-2-carboxylic acid (247 mg) in dichloromethane (5 ml) are added, at room temperature, N-methyl-1,2,3,4-tetrahydronaphthalen-1-amine (130 mg), 4-dimethylaminopyridine (10 mg) and 1-ethyl-3-(3′-dimethylaminopropyl)carbodiimide (162 mg). The mixture is stirred at room temperature overnight, and then water is added. The aqueous phase is removed and extracted with ethyl acetate. The combined organic phases are dried over sodium sulphat... The reactants are NC1[C@@H]2N(C(=C(CS2)C=CSC2=CC=NC=C2)C(=O)OC(C2=CC=CC=C2)C2=CC=CC=C2)C1=O (benzhydryl 7-amino-3-[2-(4-pyridyl)thiovinyl]-3-cephem-4-carboxylate), resultant mixture, C(C1=CC=CC=C1)(C1=CC=CC=C1)(C1=CC=CC=C1)O\N=C(/C(=O)O)\C=1N=C(SC1)NC(C1=CC=CC=C1)(C1=CC=CC=C1)C1=CC=CC=C1 ((Z)-2-trityloxyimino-2-(2-tritylaminothiazol-4-yl)acetic acid), C1(CCCCC1)N=C=NC1CCCCC1 (DCC). Run in C(Cl)Cl (methylene chloride), CN(C=O)C (dimethylformamide). Product: C(C1=CC=CC=C1)(C1=CC=CC=C1)(C1=CC=CC=C1)ON=C(C(=O)NC1[C@@H]2N(C(=C(CS2)C=CSC2=CC=NC=C2)C(=O)OC(C2=CC=CC=C2)C2=CC=CC=C2)C1=O)C=1N=C(SC1)NC(C1=CC=CC=C1)(C1=CC=CC=C1)C1=CC=CC=C1 (benzhydryl 7-[2-trityloxyimino-2-(2-tritylaminothiazol-4-yl)acetamido]-3-[2-(4-pyridyl)thiovinyl]-3-cephem-4-carboxylate). Reaction SMILES: [NH2:1][CH:2]1[C:34](=[O:35])[N:4]2[C:5]([C:18]([O:20][CH:21]([C:28]3[CH:33]=[CH:32][CH:31]=[CH:30][CH:29]=3)[C:22]3[CH:27]=[CH:26][CH:25]=[CH:24][CH:23]=3)=[O:19])=[C:6]([CH:9]=[CH:10][S:11][C:12]3[CH:17]=[CH:16][N:15]=[CH:14][CH:13]=3)[CH2:7][S:8][C@H:3]12.[C:36]([O:55]/[N:56]=[C:57](/[C:61]1[N:62]=[C:63]([NH:66][C:67]([C:80]2[CH:85]=[CH:84][CH:83]=[CH:82][CH:81]=2)([C:74]2[CH:79]=[CH:78][CH:77]=[CH:76][CH:75]=2)[C:68]2[CH:73]=[CH:72][CH:71]=[CH:70][CH:69]=2)[S:64][CH:65]=1)\[C:58](O)=[O:59])([C:49]1[CH:54]=[CH:53][CH:52]=[CH:51][CH:50]=1)([C:43]1[CH:48]=[CH:47][CH:46]=[CH:45][CH:44]=1)[C:37]1[CH:42]=[CH:41][CH:40]=[CH:39][CH:38]=1.C1(N=C=NC2CCCCC2)CCCCC1>C(Cl)Cl.CN(C)C=O>[C:36]([O:55][N:56]=[C:57]([C:61]1[N:62]=[C:63]([NH:66][C:67]([C:80]2[CH:85]=[CH:84][CH:83]=[CH:82][CH:81]=2)([C:74]2[CH:75]=[CH:76][CH:77]=[CH:78][CH:79]=2)[C:68]2[CH:69]=[CH:70][CH:71]=[CH:72][CH:73]=2)[S:64][CH:65]=1)[C:58]([NH:1][CH:2]1[C:34](=[O:35])[N:4]2[C:5]([C:18]([O:20][CH:21]([C:22]3[CH:27]=[CH:26][CH:25]=[CH:24][CH:23]=3)[C:28]3[CH:29]=[CH:30][CH:31]=[CH:32][CH:33]=3)=[O:19])=[C:6]([CH:9]=[CH:10][S:11][C:12]3[CH:17]=[CH:16][N:15]=[CH:14][CH:13]=3)[CH2:7][S:8][C@H:3]12)=[O:59])([C:49]1[CH:50]=[CH:51][CH:52]=[CH:53][CH:54]=1)([C:37]1[CH:38]=[CH:39][CH:40]=[CH:41][CH:42]=1)[C:43]1[CH:48]=[CH:47][CH:46]=[CH:45][CH:44]=1. Procedure details: To a solution of benzhydryl 7-amino-3-[2-(4-pyridyl)thiovinyl]-3-cephem-4-carboxylate (a mixture of cis- and trans-isomers) (1.0 g) in a mixture of methylene chloride (10 ml) and dimethylformamide (1.0 ml) were added (Z)-2-trityloxyimino-2-(2-tritylaminothiazol-4-yl)acetic acid (1.46 g) and DCC (dicyclohexylcarbodiimide) (450 mg) and the resultant mixture was stirred at room temperature for 2 hours. After completion of the reaction, the dicyclohexylurea was filtered off and the filtrate was dilu... Reactants: CC(=O)OC1CCC2(C)C(=CCC3C2CCC2(C)C(Cl)=C(C=O)CC32)C1, CCCCCC, CCOC(C)=O, [K+], [K+], O=C([O-])[O-], CN(C)C=O, O, c1c[nH]cn1. Yields the product CC(=O)OC1CCC2(C)C(=CCC3C2CCC2(C)C(n4ccnc4)=C(C=O)CC32)C1. Reaction SMILES: [C:1]([CH3:2])(=[O:3])[O:4][CH:5]1[CH2:6][C:7]2=[CH:8][CH2:9][CH:10]3[CH:11]4[CH2:12][C:13]([CH:25]=[O:26])=[C:14]([Cl:24])[C:15]4([CH3:16])[CH2:17][CH2:18][CH:19]3[C:20]2([CH3:23])[CH2:21][CH2:22]1.[CH3:44][CH2:45][CH2:46][CH2:47][CH2:48][CH3:49].[CH3:50][CH2:51][O:52][C:53]([CH3:54])=[O:55].[K+:32].[K+:33].[O-:34][C:35]([O-:36])=[O:37].[O:39]=[CH:40][N:41]([CH3:42])[CH3:43].[OH2:38].[nH:27]1[cH:28][n:29][cH:30][cH:31]1>>[C:1]([CH3:2])(=[O:3])[O:4][CH:5]1[CH2:6][C:7]2=[CH:8][CH2:9][CH:10]3[CH:11]4[CH2:12][C:13]([CH:25]=[O:26])=[C:14]([n:27]5[cH:28][n:29][cH:30][cH:31]5)[C:15]4([CH3:16])[CH2:17][CH2:18][CH:19]3[C:20]2([CH3:23])[CH2:21][CH2:22]1. The reactants are Cc1ccccc1, CCC(O)c1ccccc1. Product: CC=Cc1ccccc1. Reaction SMILES: [CH3:11][c:12]1[cH:13][cH:14][cH:15][cH:16][cH:17]1.[c:1]1([CH:7]([CH2:8][CH3:9])[OH:10])[cH:2][cH:3][cH:4][cH:5][cH:6]1>>[c:1]1([CH:7]=[CH:8][CH3:9])[cH:2][cH:3][cH:4][cH:5][cH:6]1. The reactants are COCN1C2=C(SC3=C1C=C(C=C3)CN3C(C=1C(C3=O)=CC=CC1)=O)N=CC=N2 (N-(10-methoxymethyl-10H-pyrazino[2,3-b][1,4]benzothiazin-8-ylmethyl)phthalimide), O.NN (hydrazine monohydrate). Solvent: C(C)O (ethanol). Reaction conditions: temperature 60 celsius. Product: NCC=1C=CC2=C(N(C3=C(S2)N=CC=N3)COC)C1 (8-Aminomethyl-10-methoxymethyl-10H-pyrazino[2,3-b][1,4]benzothiazine). The yield is 100.9%. Reaction SMILES: [CH3:1][O:2][CH2:3][N:4]1[C:9]2[CH:10]=[C:11]([CH2:14][N:15]3C(=O)C4=CC=CC=C4C3=O)[CH:12]=[CH:13][C:8]=2[S:7][C:6]2[N:26]=[CH:27][CH:28]=[N:29][C:5]1=2.O.NN>C(O)C>[NH2:15][CH2:14][C:11]1[CH:12]=[CH:13][C:8]2[S:7][C:6]3[N:26]=[CH:27][CH:28]=[N:29][C:5]=3[N:4]([CH2:3][O:2][CH3:1])[C:9]=2[CH:10]=1 |f:1.2|. Procedure: To a solution of 1.3 g of N-(10-methoxymethyl-10H-pyrazino[2,3-b][1,4]benzothiazin-8-ylmethyl)phthalimide in 20 ml of ethanol was added 5 ml of hydrazine monohydrate and the resulting mixture was heated to 60° C. for 10 minutes. After distilling off the solvent under reduced pressure, the residue was distributed into a 5% aqueous solution of sodium hydroxide and ethyl acetate. The organic layer was extracted and the extract was dried over potassium carbonate. After distilling off the solvent und... The reactants are Cl (hydrogen chloride), N1=CC=C(C=C1)CSCC(=O)C1=CC=C(C=C1)[N+](=O)[O-] (alpha-(4-picolylthio)p-nitroacetophenone), C(#N)[BH3-].[Na+] (sodium cyanoborohydride), Cl (hydrogen chloride). Solvent: CO (methanol). Reaction conditions: time 4 hour. Product: OC(CSCC1=CC=NC=C1)C1=CC=C(C=C1)[N+](=O)[O-] (4-[2-hydroxy-2-(4-nitrophenyl)ethylthiomethyl]pyridine). Reaction SMILES: [N:1]1[CH:6]=[CH:5][C:4]([CH2:7][S:8][CH2:9][C:10]([C:12]2[CH:17]=[CH:16][C:15]([N+:18]([O-:20])=[O:19])=[CH:14][CH:13]=2)=[O:11])=[CH:3][CH:2]=1.C([BH3-])#N.[Na+].Cl>CO>[OH:11][CH:10]([C:12]1[CH:17]=[CH:16][C:15]([N+:18]([O-:20])=[O:19])=[CH:14][CH:13]=1)[CH2:9][S:8][CH2:7][C:4]1[CH:5]=[CH:6][N:1]=[CH:2][CH:3]=1 |f:1.2|. Procedure: Under a nitrogen atmosphere, alpha-(4-picolylthio)p-nitroacetophenone (0.45 g., 1.56 mmoles) and sodium cyanoborohydride (0.10 g., 1.56 mmoles) were dissolved in 15 ml. of dry methanol and a trace of bromocressol green pH indicator added (blue at 5.5, yellow at pH 3.8). The reaction was blue-green in color. Methanolic hydrogen chloride was added dropwise until the reaction turned yellow (pH approximately 4). Small additions of the methanolic hydrogen chloride were made, whenever the reaction dar... The reactants are BrC=1C=C(C=C2C=CC=NC12)N (8-Bromoquinolin-6-amine), ClCCl (Dichloromethane), N(=O)[O-].[Na+] (Sodium nitrite), ice water, [OH-].[NH4+] (ammonium hydroxide). Reagents/catalysts: [Cu]Cl (copper (I) chloride). The solvent is Cl (hydrochloric acid). Reaction conditions: temperature 0 celsius, time 45 minute. Yields the product BrC=1C=C(C=C2C=CC=NC12)Cl (8-bromo-6-chloroquinoline). RXN SMILES: [Br:1][C:2]1[CH:3]=[C:4](N)[CH:5]=[C:6]2[C:11]=1[N:10]=[CH:9][CH:8]=[CH:7]2.N([O-])=O.[Na+].[OH-].[NH4+].[Cl:19]CCl>Cl.[Cu]Cl>[Br:1][C:2]1[CH:3]=[C:4]([Cl:19])[CH:5]=[C:6]2[C:11]=1[N:10]=[CH:9][CH:8]=[CH:7]2 |f:1.2,3.4|. Procedure: 8-Bromoquinolin-6-amine (300 mg, 1.34 mmol) was taken up in concentrated hydrochloric acid (8 ml) and cooled to 0° C. (ice bath). Sodium nitrite (1.86 gm, 26.9 mmol) was added in three equal portions over 10 minutes. The mixture was removed from the cooling bath and copper (I) chloride (3.33 g, 33.6 mmol) was added in 3 portions, over about 6 minutes. On stirring a green-black rising foam developed. Stirring was continued for 45 minutes and then the reaction mixture was cooled to 0° C. (ice bath... Reactants: S(=S)(=O)([O-])[O-].[Na+].[Na+] (sodium thiosulfate), II (iodine), COC(CC1(OC2=C(CC1)C(=C(C(=C2C)C)OCC=C)C)C)=O (racemic-3,4-dihydro-2,5,7,8-tetramethyl-6-(2-propenyloxy)-2H-1-benzopyran-2-acetic acid methyl ester), C(C)(=O)[O-].[Na+] (sodium acetate). The solvent is O (water), CCOCC (ether), O1CCCC1 (tetrahydrofuran). Run at time 18 hour. Product: crude product, COC(CC1(OC2=C(CC1)C(=C(C(=C2C)C)OCCCI)C)C)=O (racemic-3,4-dihydro-6-(3-iodopropoxy)2,5,7,8-tetramethyl-2H-1-benzopyran-2-acetic acid methyl ester). Yield: 76.7%. RXN SMILES: [CH3:1][O:2][C:3](=[O:23])[CH2:4][C:5]1([CH3:22])[CH2:10][CH2:9][C:8]2[C:11]([CH3:21])=[C:12]([O:17][CH2:18][CH:19]=[CH2:20])[C:13]([CH3:16])=[C:14]([CH3:15])[C:7]=2[O:6]1.C([O-])(=O)C.[Na+].[I:29]I.S([O-])([O-])(=O)=S.[Na+].[Na+]>O1CCCC1.CCOCC.O>[CH3:1][O:2][C:3](=[O:23])[CH2:4][C:5]1([CH3:22])[CH2:10][CH2:9][C:8]2[C:11]([CH3:21])=[C:12]([O:17][CH2:18][CH2:19][CH2:20][I:29])[C:13]([CH3:16])=[C:14]([CH3:15])[C:7]=2[O:6]1 |f:1.2,4.5.6|. Reported procedure: To a stirred, ice-cold solution of 1M borane in tetrahydrofuran (10 ml) was added, dropwise, a solution of 2 ml (1.64 g) of cyclohexene in 6 ml of dry tetrahydrofuran. The mixture was allowed to stir at 0°-5° C. for 1.5 hours. Tothe resulting slurry of dicyclohexylborane was added, dropwise a solution of 1.59 g of the allyl ether from Example 18 in 4 ml of tetrahydrofuran. The mixture was stirred at 0°-5° C. for 1 hour and at room temperature for 18 hours at which point 20 ml of 1M methanolic so...